Task: describe an organic reaction: reactants, conditions, products, and yield. Dataset: the Open Reaction Database (ORD), a public repository of structured organic reaction records Procedure details: 2-Methoxy-5-(trifluoromethyl)-3-pyridinecarboxaldehyde oxime (3.9 g, 0.018 mol) was added to a mixture of 1.9 ml (0.020 mol) of phosphorus oxychloride in 20 ml of acetonitrile and the resulting mixture heated at reflux with stirring for 1 hour. It was then allowed to cool and was poured onto ice. The mixture obtained was extracted several times with methylene chloride and the combined extracts were in turn extracted with saturated aqueous sodium chloride. The methylene chloride solution was drie... Reactants: COC1=NC=C(C=C1C=NO)C(F)(F)F (2-Methoxy-5-(trifluoromethyl)-3-pyridinecarboxaldehyde oxime), P(=O)(Cl)(Cl)Cl (phosphorus oxychloride). Reaction SMILES: [CH3:1][O:2][C:3]1[C:8]([CH:9]=[N:10]O)=[CH:7][C:6]([C:12]([F:15])([F:14])[F:13])=[CH:5][N:4]=1.P(Cl)(Cl)(Cl)=O>C(#N)C>[C:9]([C:8]1[C:3]([O:2][CH3:1])=[N:4][CH:5]=[C:6]([C:12]([F:15])([F:13])[F:14])[CH:7]=1)#[N:10]. The product is C(#N)C=1C(=NC=C(C1)C(F)(F)F)OC (3-Cyano-2-methoxy-5-(trifluoromethyl)pyridine). Solvent: C(C)#N (acetonitrile). Reaction conditions: time 1 hour. Run in CO (methanol), CO (methanol), CCOCC (ether). Procedure: Crude 4-Methanesulfonyl-[1,4]diazepane-1-carboxylic acid tert-butyl ester (1.23 g) was stirred in anhydrous methanol (10 ml). 2M hydrogen chloride in ether (22 ml) was added. The reaction mixture was stirred at room temperature. After 5 minutes a precipitate formed, addition of anhydrous methanol (5 ml) caused this to dissolve. The reaction mixture was stirred overnight at room temperature. The solvents were removed in vacuo to yield 1.06 g of 1-methanesulfonyl-[1,4]diazepane hydrochloride salt. Product: Cl.CS(=O)(=O)N1CCNCCC1 (1-methanesulfonyl-[1,4]diazepane hydrochloride salt). Starting materials: C(C)(C)(C)OC(=O)N1CCN(CCC1)S(=O)(=O)C (4-Methanesulfonyl-[1,4]diazepane-1-carboxylic acid tert-butyl ester), Cl (hydrogen chloride). As a reaction SMILES: C(OC([N:8]1[CH2:14][CH2:13][CH2:12][N:11]([S:15]([CH3:18])(=[O:17])=[O:16])[CH2:10][CH2:9]1)=O)(C)(C)C.[ClH:19]>CO.CCOCC>[ClH:19].[CH3:18][S:15]([N:11]1[CH2:12][CH2:13][CH2:14][NH:8][CH2:9][CH2:10]1)(=[O:16])=[O:17] |f:4.5|. The reactants are C(C)C1=C(C=C(C=C1)NC(C)=O)[N+](=O)[O-] (N-(4-ethyl-3-nitro-phenyl)-acetamide), Cl (hydrochloric acid), [OH-].[Na+] (sodium hydroxide). Yields the product C(C)C1=C(C=C(C=C1)N)[N+](=O)[O-] (4-ethyl-3-nitro-phenylamine). Isolated yield 75.3%. Reaction SMILES: [CH2:1]([C:3]1[CH:8]=[CH:7][C:6]([NH:9]C(=O)C)=[CH:5][C:4]=1[N+:13]([O-:15])=[O:14])[CH3:2].Cl.[OH-].[Na+]>>[CH2:1]([C:3]1[CH:8]=[CH:7][C:6]([NH2:9])=[CH:5][C:4]=1[N+:13]([O-:15])=[O:14])[CH3:2] |f:2.3|. Procedure: A mixture of N-(4-ethyl-3-nitro-phenyl)-acetamide (1.0 g) and concentrated hydrochloric acid (5 mL) was heated at reflux for 4 hours. The reaction mixture was then cooled, basified by addition of sodium hydroxide and extracted twice with diethyl ether. The combined organic extracts were dried over anhydrous sodium sulfate, filtered and evaporated under reduced pressure to afford 0.601 g of 4-ethyl-3-nitro-phenylamine without further purifications. MS=167 [M+H]+.